This data is from the Open Reaction Database (ORD), a public repository of structured organic reaction records. The task is: describe an organic reaction: reactants, conditions, products, and yield Starting materials: C(CCC)C1=CNC2=CC=CC=C2C1=O (3-butyl-4-(1H)-quinolinone), C([O-])([O-])=O.[K+].[K+] (potassium carbonate), BrCC1=C(C(=CC=C1)C1=CC=CC=C1)C(=O)OC (methyl bromomethyl-(1,1'biphenyl)-2-carboxylate). The product is C(CCC)C1=CN(C2=CC=CC=C2C1=O)CC1=CC=C(C=C1)C=1C(=CC=CC1)C(=O)OC (Methyl 4'-[(3-butyl-1,4-dihydro-4-oxo-1-quinolinyl)-methyl](1,1'-biphenyl)-2-carboxylate). Isolated yield 94.1%. RXN SMILES: [CH2:1]([C:5]1[C:14](=[O:15])[C:13]2[C:8](=[CH:9][CH:10]=[CH:11][CH:12]=2)[NH:7][CH:6]=1)[CH2:2][CH2:3][CH3:4].[C:16](=O)([O-])[O-].[K+].[K+].BrC[C:24]1[CH:29]=[CH:28][CH:27]=[C:26]([C:30]2[CH:35]=[CH:34][CH:33]=[CH:32][CH:31]=2)[C:25]=1[C:36]([O:38][CH3:39])=[O:37]>>[CH2:1]([C:5]1[C:14](=[O:15])[C:13]2[C:8](=[CH:9][CH:10]=[CH:11][CH:12]=2)[N:7]([CH2:16][C:33]2[CH:32]=[CH:31][C:30]([C:26]3[C:25]([C:36]([O:38][CH3:39])=[O:37])=[CH:24][CH:29]=[CH:28][CH:27]=3)=[CH:35][CH:34]=2)[CH:6]=1)[CH2:2][CH2:3][CH3:4] |f:1.2.3|. Procedure: Using the procedure of Example 1, 4.02 g of the compound of Step E of Example 1 and 5.52 g of potassium carbonate and 6.2 g of methyl bromomethyl-(1,1'biphenyl)-2-carboxylate (preparation according to EP 0,253,310) were reacted to obtain after chromatography on silica (eluant: methylene chloride-methanol (98-2)), 8 g of the desired product. The reactants are [OH-].[Na+] (NaOH), COC(=O)C1=CC2=C(CC(O2)(C)C)C(=C1)OC1=CC=C(C=C1)C(=O)N1CCC1 (4-[4-(azetidine-1-carbonyl)-phenoxy]-2,2-dimethyl-2,3-dihydro-benzofuran-6-carboxylic acid methyl ester). Solvent: CO (CH3OH). Run at temperature 60 celsius. Yields the product N1(CCC1)C(=O)C1=CC=C(OC2=CC(=CC3=C2CC(O3)(C)C)C(=O)O)C=C1 (4-[4-(Azetidine-1-carbonyl)-phenoxy]-2,2-dimethyl-2,3-dihydro-benzofuran-6-carboxylic acid). Yield: 77.5%. As a reaction SMILES: [OH-].[Na+].C[O:4][C:5]([C:7]1[CH:17]=[C:16]([O:18][C:19]2[CH:24]=[CH:23][C:22]([C:25]([N:27]3[CH2:30][CH2:29][CH2:28]3)=[O:26])=[CH:21][CH:20]=2)[C:10]2[CH2:11][C:12]([CH3:15])([CH3:14])[O:13][C:9]=2[CH:8]=1)=[O:6]>CO>[N:27]1([C:25]([C:22]2[CH:21]=[CH:20][C:19]([O:18][C:16]3[C:10]4[CH2:11][C:12]([CH3:15])([CH3:14])[O:13][C:9]=4[CH:8]=[C:7]([C:5]([OH:6])=[O:4])[CH:17]=3)=[CH:24][CH:23]=2)=[O:26])[CH2:30][CH2:29][CH2:28]1 |f:0.1|. Reported procedure: Aqueous NaOH (3 N, 2.1 mL, 6.3 mmol) was added to a solution of 4-[4-(azetidine-1-carbonyl)-phenoxy]-2,2-dimethyl-2,3-dihydro-benzofuran-6-carboxylic acid methyl ester (35b) (802 mg, 2.10 mmol) in 10 mL CH3OH. The mixture was heated to 60° C. for 3 hr, concentrated, diluted with H2O (60 mL) and acidified with 1N aqueous HCl to pH˜1. The aqueous phase was extracted with CH2Cl2 (60 mL), dried with MgSO4 and concentrated to give a white solid (598 mg, 74% yield). 1H NMR (400 MHz, DMSO-d6) δ 12.99 (... Reactants: CCc1cc(C(N)=O)nn1CC, O=P(Cl)(Cl)Cl. Yields the product CCc1cc(C#N)nn1CC. RXN SMILES: [CH2:1]([CH3:2])[n:3]1[n:4][c:5]([C:10](=[O:11])[NH2:12])[cH:6][c:7]1[CH2:8][CH3:9].[P:13]([Cl:14])([Cl:15])([Cl:16])=[O:17]>>[CH2:1]([CH3:2])[n:3]1[n:4][c:5]([C:10]#[N:12])[cH:6][c:7]1[CH2:8][CH3:9]. Starting materials: C(=C)[B-](C1=CC=C(C=C1)F)(C1=CC=C(C=C1)F)C1=CC=C(C=C1)F.[Li+] (lithium vinyltris(p-fluorophenyl)borate), Cl(=O)(=O)(=O)[O-].C(C)(C)(C)C1=CC=C(C=C1)[S+](=O)(CC(=C(C(=O)OC)C(=O)OC)C1=CC=CC=C1)C1=CC=C(C=C1)C(C)(C)C (bis(p-tert-butylphenyl)[3,3-bis(methoxycarbonyl)-2-phenyl-2-propenyl]oxosulfonium perchlorate), O (water), resultant mixture. Yield: 42.4%. Procedure details: A solution of 4.17 g of lithium vinyltris(p-fluorophenyl)borate in 50 ml of acetonitrile was added to a solution of 5.00 g of bis(p-tert-butylphenyl)[3,3-bis(methoxycarbonyl)-2-phenyl-2-propenyl]oxosulfonium perchlorate in 100 ml of acetonitrile, and the resultant mixture was stirred at room temperature for 30 minutes. Then, 200 ml of water was added. The resultant precipitate of a yellow oily component was recovered, and 100 ml of dichloromethane was added. The dichloromethane layer was washed ... Reaction SMILES: [CH:1]([B-:3]([C:18]1[CH:23]=[CH:22][C:21]([F:24])=[CH:20][CH:19]=1)([C:11]1[CH:16]=[CH:15][C:14]([F:17])=[CH:13][CH:12]=1)[C:4]1[CH:9]=[CH:8][C:7]([F:10])=[CH:6][CH:5]=1)=[CH2:2].[Li+].Cl([O-])(=O)(=O)=O.[C:31]([C:35]1[CH:40]=[CH:39][C:38]([S+:41]([C:60]2[CH:65]=[CH:64][C:63]([C:66]([CH3:69])([CH3:68])[CH3:67])=[CH:62][CH:61]=2)([CH2:43][C:44]([C:54]2[CH:59]=[CH:58][CH:57]=[CH:56][CH:55]=2)=[C:45]([C:50]([O:52][CH3:53])=[O:51])[C:46]([O:48][CH3:49])=[O:47])=[O:42])=[CH:37][CH:36]=1)([CH3:34])([CH3:33])[CH3:32].O>C(#N)C>[C:66]([C:63]1[CH:62]=[CH:61][C:60]([S+:41]([C:38]2[CH:39]=[CH:40][C:35]([C:31]([CH3:34])([CH3:33])[CH3:32])=[CH:36][CH:37]=2)([CH2:43][C:44]([C:54]2[CH:55]=[CH:56][CH:57]=[CH:58][CH:59]=2)=[C:45]([C:46]([O:48][CH3:49])=[O:47])[C:50]([O:52][CH3:53])=[O:51])=[O:42])=[CH:65][CH:64]=1)([CH3:69])([CH3:68])[CH3:67].[CH:1]([B-:3]([C:4]1[CH:9]=[CH:8][C:7]([F:10])=[CH:6][CH:5]=1)([C:18]1[CH:23]=[CH:22][C:21]([F:24])=[CH:20][CH:19]=1)[C:11]1[CH:12]=[CH:13][C:14]([F:17])=[CH:15][CH:16]=1)=[CH2:2] |f:0.1,2.3,6.7|. Product: C(C)(C)(C)C1=CC=C(C=C1)[S+](=O)(CC(=C(C(=O)OC)C(=O)OC)C1=CC=CC=C1)C1=CC=C(C=C1)C(C)(C)C.C(=C)[B-](C1=CC=C(C=C1)F)(C1=CC=C(C=C1)F)C1=CC=C(C=C1)F (bis(p-tert-butylphenyl)[3,3-bis(methoxycarbonyl)-2-phenyl-2-propenyl]oxosulfonium vinyltris(p-fluorophenyl)borate). The solvent is C(C)#N (acetonitrile), C(C)#N (acetonitrile).